Dataset: the Open Reaction Database (ORD), a public repository of structured organic reaction records. Task: describe an organic reaction: reactants, conditions, products, and yield Reactants: ClCC1=C(C=C(C=C1)N1C(N(C(C1(C)C)=O)C1=CC(=C(C#N)C=C1)C(F)(F)F)=S)F (4-(3-(4-(chloromethyl)-3-fluorophenyl)-4,4-dimethyl-5-oxo-2-thioxoimidazolidin-1-yl)-2-(trifluoromethyl)benzonitrile), C(C)NCC (diethyl amine). Run in C1(=CC=CC=C1)C (toluene). The product is C(C)N(CC)CC1=C(C=C(C=C1)N1C(N(C(C1(C)C)=O)C1=CC(=C(C#N)C=C1)C(F)(F)F)=S)F (4-(3-(4-((diethylamino)methyl)-3-fluorophenyl)-4,4-dimethyl-5-oxo-2-thioxoimidazolidin-1-yl)-2-(trifluoromethyl)benzonitrile). Isolated yield 30.9%. As a reaction SMILES: Cl[CH2:2][C:3]1[CH:8]=[CH:7][C:6]([N:9]2[C:13]([CH3:15])([CH3:14])[C:12](=[O:16])[N:11]([C:17]3[CH:24]=[CH:23][C:20]([C:21]#[N:22])=[C:19]([C:25]([F:28])([F:27])[F:26])[CH:18]=3)[C:10]2=[S:29])=[CH:5][C:4]=1[F:30].[CH2:31]([NH:33][CH2:34][CH3:35])[CH3:32]>C1(C)C=CC=CC=1>[CH2:31]([N:33]([CH2:2][C:3]1[CH:8]=[CH:7][C:6]([N:9]2[C:13]([CH3:15])([CH3:14])[C:12](=[O:16])[N:11]([C:17]3[CH:24]=[CH:23][C:20]([C:21]#[N:22])=[C:19]([C:25]([F:28])([F:27])[F:26])[CH:18]=3)[C:10]2=[S:29])=[CH:5][C:4]=1[F:30])[CH2:34][CH3:35])[CH3:32]. Procedure: Compound 5 was prepared according to General Method 2. A solution of 4-(3-(4-(chloromethyl)-3-fluorophenyl)-4,4-dimethyl-5-oxo-2-thioxoimidazolidin-1-yl)-2-(trifluoromethyl)benzonitrile (100 mg, 0.21 mmol) and diethyl amine (48 mg, 0.63 mmol) in toluene 10 mL was refluxed for 12 h. The solvent was removed and residue was purified by silica gel chromatography (eluant: 60% ethyl acetate in hexane) to obtain 32 mg of 4-(3-(4-((diethylamino)methyl)-3-fluorophenyl)-4,4-dimethyl-5-oxo-2-thioxoimidazol... Reactants: OC(C)(C)C=1N=C(N(C1C(=O)O)CC1=CC=C(C=C1)C1=C(C=CC=C1)C1=NN=NN1C(C1=CC=CC=C1)(C1=CC=CC=C1)C1=CC=CC=C1)CCC (4-(1-Hydroxy-1-methylethyl)-2-propyl-1-{4-[2-(trityltetrazol-5-yl)phenyl]phenyl}methylimidazole-5-carboxylic acid), C([O-])([O-])=O.[K+].[K+] (potassium carbonate), [I-].[K+] (potassium iodide), ClCC=1OC(OC1C)=O (4-chloromethyl-5-methyl-1,3-dioxol-2-one). Product: CCCC1=NC(=C(N1CC2=CC=C(C=C2)C3=CC=CC=C3C4=NN=NN4C(C5=CC=CC=C5)(C6=CC=CC=C6)C7=CC=CC=C7)C(=O)OCC8=C(OC(=O)O8)C)C(C)(C)O (trityl Olmesartan). The solvent is CC(=O)C (acetone), C1(=CC=CC=C1)C (toluene), CC(=O)C (acetone). RXN SMILES: [OH:1][C:2]([C:5]1[N:6]=[C:7]([CH2:50][CH2:51][CH3:52])[N:8]([CH2:13][C:14]2[CH:19]=[CH:18][C:17]([C:20]3[CH:25]=[CH:24][CH:23]=[CH:22][C:21]=3[C:26]3[N:30]([C:31]([C:44]4[CH:49]=[CH:48][CH:47]=[CH:46][CH:45]=4)([C:38]4[CH:43]=[CH:42][CH:41]=[CH:40][CH:39]=4)[C:32]4[CH:37]=[CH:36][CH:35]=[CH:34][CH:33]=4)[N:29]=[N:28][N:27]=3)=[CH:16][CH:15]=2)[C:9]=1[C:10]([OH:12])=[O:11])([CH3:4])[CH3:3].C(=O)([O-])[O-].[K+].[K+].[I-].[K+].Cl[CH2:62][C:63]1[O:64][C:65](=[O:69])[O:66][C:67]=1[CH3:68]>CC(C)=O.C1(C)C=CC=CC=1>[CH3:52][CH2:51][CH2:50][C:7]1[N:8]([CH2:13][C:14]2[CH:15]=[CH:16][C:17]([C:20]3[C:21]([C:26]4[N:30]([C:31]([C:44]5[CH:49]=[CH:48][CH:47]=[CH:46][CH:45]=5)([C:38]5[CH:39]=[CH:40][CH:41]=[CH:42][CH:43]=5)[C:32]5[CH:33]=[CH:34][CH:35]=[CH:36][CH:37]=5)[N:29]=[N:28][N:27]=4)=[CH:22][CH:23]=[CH:24][CH:25]=3)=[CH:18][CH:19]=2)[C:9]([C:10]([O:12][CH2:68][C:67]2[O:66][C:65](=[O:69])[O:64][C:63]=2[CH3:62])=[O:11])=[C:5]([C:2]([OH:1])([CH3:3])[CH3:4])[N:6]=1 |f:1.2.3,4.5|. Procedure details: 4-(1-Hydroxy-1-methylethyl)-2-propyl-1-{4-[2-(trityltetrazol-5-yl)phenyl]phenyl}methylimidazole-5-carboxylic acid dehydrate (100 g) was suspended in acetone (1 L) & heated to reflux; the solution obtained was added to suspension of potassium carbonate (15 g), potassium iodide (6 g) & 4-chloromethyl-5-methyl-1,3-dioxol-2-one (35 g) in acetone (500 mL) at reflux temperature. Reaction mass was refluxed for 2-6 hrs. After competition of reaction, the reaction mass was filtered & the acetone was dist... The reactants are C(C1=CC=C(C=C1)OC)(=O)Cl (p-Anisoyl chloride), CC=1NC2=CC=C(C=C2C1CC=1C=C(O[C@H](C(=O)OCC=C)C)C=CC1)OC(F)(F)F (Allyl (2S)-2-(3-{[2-methyl-5-(trifluoromethoxy)-1H-indol-3-yl]methyl}phenoxy)propanoate), C[Si](C)(C)[N-][Si](C)(C)C.[Na+] (Sodium bis(trimethylsilyl)amide), solution. Solvent: O1CCCC1 (tetrahydrofuran), C1CCOC1 (THF). Reaction conditions: temperature -78 celsius, time 10 minute. Yields the product COC1=CC=C(C(=O)N2C(=C(C3=CC(=CC=C23)OC(F)(F)F)CC=2C=C(O[C@H](C(=O)O)C)C=CC2)C)C=C1 ((2S)-2-(3-{[1-(4-Methoxybenzoyl)-2-methyl-5-(trifluoromethoxy)-1H-indol-3-yl]methyl}phenoxy)propanoic acid). Reaction SMILES: [CH3:1][C:2]1[NH:3][C:4]2[C:9]([C:10]=1[CH2:11][C:12]1[CH:13]=[C:14]([CH:24]=[CH:25][CH:26]=1)[O:15][C@@H:16]([CH3:23])[C:17]([O:19]CC=C)=[O:18])=[CH:8][C:7]([O:27][C:28]([F:31])([F:30])[F:29])=[CH:6][CH:5]=2.C[Si]([N-][Si](C)(C)C)(C)C.[Na+].[C:42](Cl)(=[O:51])[C:43]1[CH:48]=[CH:47][C:46]([O:49][CH3:50])=[CH:45][CH:44]=1>O1CCCC1>[CH3:50][O:49][C:46]1[CH:47]=[CH:48][C:43]([C:42]([N:3]2[C:4]3[C:9](=[CH:8][C:7]([O:27][C:28]([F:30])([F:29])[F:31])=[CH:6][CH:5]=3)[C:10]([CH2:11][C:12]3[CH:13]=[C:14]([CH:24]=[CH:25][CH:26]=3)[O:15][C@@H:16]([CH3:23])[C:17]([OH:19])=[O:18])=[C:2]2[CH3:1])=[O:51])=[CH:44][CH:45]=1 |f:1.2|. Reported procedure: Compound 5 (467 mg, 1.1 mmole) was dissolved in tetrahydrofuran (11 mL) and cooled to −78° C. Sodium bis(trimethylsilyl)amide 1.3 mL of a 1.0N solution in THF) was added and the reaction mixture was stirred for 10 minutes. p-Anisoyl chloride (221 mg, 1.3 mmole) was then added. The reaction was warmed to 0° C. then quenched with saturated ammonium chloride and diluted with ether (100 ml). The ether layer was washed with water (2×), brine (1×) and dried over sodium sulfate followed by filtration a... The reactants are ice water, mono-amino substituted tetralone, C1CCCC2=CC=CC=C12 (tetrahydronaphthalene), S(O)(O)(=O)=O (sulfuric acid), [N+](=O)(O)[O-] (nitric acid), ice, COC=1C=C2CCCC(C2=CC1)=O (6-methoxy-1-tetralone). The solvent is CC(=O)C (acetone). Run at temperature 0 celsius, time 6 hour. Yields the product COC=1C(=C2CCCC(C2=CC1)=O)[N+](=O)[O-] (6-Methoxy-5-nitro-1-tetralone), COC=1C=C2CCCC(C2=CC1[N+](=O)[O-])=O (6-methoxy-7-nitro-1-tetralone). Reaction SMILES: C1C2C(=CC=CC=2)CCC1.[CH3:11][O:12][C:13]1[CH:14]=[C:15]2[C:20](=[CH:21][CH:22]=1)[C:19](=[O:23])[CH2:18][CH2:17][CH2:16]2.S(=O)(=O)(O)O.[N+:29]([O-:32])([OH:31])=[O:30]>CC(C)=O>[CH3:11][O:12][C:13]1[C:14]([N+:29]([O-:31])=[O:30])=[C:15]2[C:20](=[CH:21][CH:22]=1)[C:19](=[O:23])[CH2:18][CH2:17][CH2:16]2.[CH3:11][O:12][C:13]1[CH:14]=[C:15]2[C:20](=[CH:21][C:22]=1[N+:29]([O-:32])=[O:30])[C:19](=[O:23])[CH2:18][CH2:17][CH2:16]2. Procedure details: A procedure for the synthesis of mono-amino substituted tetralone from tetrahydronaphthalene is illustrated with an exemplary synthetic route in FIG. 4. To an ice-cold, stirred solution of 6-methoxy-1-tetralone (20, 17.6 g, 0.10 mol) in acetone (30 mL) was added dropwise a mixture of sulfuric acid (18 mL, 96.0%) and nitric acid (15 mL, 68.0–70.0%). After the addition was complete, the reaction was stirred at 0° C. for 6 hours, and TLC was employed to monitor the reaction progress. The reaction m... The reactants are OC1=CC2=C(C(CO2)=O)C=C1 (6-hydroxybenzofuran-3(2H)-one), BrC=1C=C2C(=CNC2=CC1)C=O (5-bromo-1H-indole-3-carboxaldehyde), Cl (hydrochloric acid). The solvent is C(C)O (ethanol). Reaction conditions: temperature 75 celsius, time 2 hour. Product: BrC=1C=C2C(=CNC2=CC1)\C=C\1/OC2=C(C1=O)C=CC(=C2)O ((Z)-2-[(5-bromo-1H-indol-3-yl)methylene]-6-hydroxybenzofuran-3(2H)-one). The yield is 93.6%. As a reaction SMILES: [OH:1][C:2]1[CH:11]=[CH:10][C:5]2[C:6](=[O:9])[CH2:7][O:8][C:4]=2[CH:3]=1.[Br:12][C:13]1[CH:14]=[C:15]2[C:19](=[CH:20][CH:21]=1)[NH:18][CH:17]=[C:16]2[CH:22]=O.Cl>C(O)C>[Br:12][C:13]1[CH:14]=[C:15]2[C:19](=[CH:20][CH:21]=1)[NH:18][CH:17]=[C:16]2/[CH:22]=[C:7]1\[O:8][C:4]2[CH:3]=[C:2]([OH:1])[CH:11]=[CH:10][C:5]=2[C:6]\1=[O:9]. Procedure details: A solution of 6-hydroxybenzofuran-3(2H)-one (0.50 g, 3.3 mmol) and 5-bromo-1H-indole-3-carboxaldehyde (0.90 g, 4.0 mmol) in ethanol (10 mL) was added with concentrated hydrochloric acid (1.0 mL), and the mixture was stirred at 75° C. for 2 hours. The reaction mixture was cooled to room temperature, and then the solid was collected by filtration, and washed with methanol to obtain (Z)-2-[(5-bromo-1H-indol-3-yl)methylene]-6-hydroxybenzofuran-3(2H)-one (1.1 g, 95%). Reactants: ClC(=O)OCC (ethyl chloroformate), N (NH3), Cl.C[C@@H]1N(CCC1)[C@@H]1CN(CC1)C1=CC=C(C=C1)CC(=O)NC1CCNCC1 (2-[4-((2S,3′S)-2-Methyl-[1,3′]bipyrrolidinyl-1′-yl)-phenyl]-N-piperidin-4-yl-acetamide hydrochloride), C(=O)([O-])[O-].[K+].[K+] (K2CO3). Run in O (water), C1CCOC1 (THF), CO.C(Cl)Cl (MeOH DCM). Run at time 8 hour. The product is C(C)OC(=O)N1CCC(CC1)NC(CC1=CC=C(C=C1)N1C[C@H](CC1)N1[C@H](CCC1)C)=O (4-{2-[4-((2S,3′S)-2-Methyl-[1,3′]bipyrrolidinyl-1′-yl)-phenyl]-acetylamino}-piperidine-1-carboxylic acid ethyl ester). Yield: 68.8%. RXN SMILES: Cl.[CH3:2][C@H:3]1[CH2:7][CH2:6][CH2:5][N:4]1[C@H:8]1[CH2:12][CH2:11][N:10]([C:13]2[CH:18]=[CH:17][C:16]([CH2:19][C:20]([NH:22][CH:23]3[CH2:28][CH2:27][NH:26][CH2:25][CH2:24]3)=[O:21])=[CH:15][CH:14]=2)[CH2:9]1.Cl[C:30]([O:32][CH2:33][CH3:34])=[O:31].C([O-])([O-])=O.[K+].[K+].N>C1COCC1.CO.C(Cl)Cl.O>[CH2:33]([O:32][C:30]([N:26]1[CH2:25][CH2:24][CH:23]([NH:22][C:20](=[O:21])[CH2:19][C:16]2[CH:15]=[CH:14][C:13]([N:10]3[CH2:11][CH2:12][C@H:8]([N:4]4[CH2:5][CH2:6][CH2:7][C@@H:3]4[CH3:2])[CH2:9]3)=[CH:18][CH:17]=2)[CH2:28][CH2:27]1)=[O:31])[CH3:34] |f:0.1,3.4.5,8.9|. Procedure details: 2-[4-((2S,3′S)-2-Methyl-[1,3′]bipyrrolidinyl-1′-yl)-phenyl]-N-piperidin-4-yl-acetamide hydrochloride (0.51 g, 1.38 mmol) was dissolved in THF (20 mL) and water (5 mL) to form a clear solution. To this solution was added 0.30 g of ethyl chloroformate (3 mmol, 2 equiv), followed by K2CO3 (0.76 g, 5.52 mmol, 4 equiv). The clear solution was stirred at rt overnight. TLC (5% of 7N NH3 in MeOH/DCM) showed the SM was consumed completely. LCMS: a single peak at 2.559 with MS of 443 was detected. The two... The reactants are C([O-])([O-])=O.[Na+].[Na+] (sodium carbonate), NC1=CC(=CC(=C1O)Br)Cl (6-amino-2-bromo-4-chloro-phenol), C(C)(C)(C)C=1C=C(C=C(C1O)C(C)(C)C)CC(=O)Cl (3,5-di-t-butyl-4-hydroxy-phenyl acetyl chloride), S(=O)(Cl)Cl (thionyl chloride). The solvent is O (Water). Run at time 1.5 hour. Product: C(C)(C)(C)C=1C=C(C=C(C1O)C(C)(C)C)CC(=O)NC1=CC(=CC(=C1OC(CC1=CC(=C(C(=C1)C(C)(C)C)O)C(C)(C)C)=O)Br)Cl (N,O-di-(3,5-di-t-butyl-4-hydroxy-phenyl acetyl)-6-amino-2-bromo-4-chloro-phenol). The yield is 103.6%. As a reaction SMILES: [C:1](=[O:4])([O-])[O-:2].[Na+].[Na+].[NH2:7][C:8]1[C:13](O)=[C:12]([Br:15])[CH:11]=[C:10]([Cl:16])[CH:9]=1.[C:17]([C:21]1[CH:22]=[C:23]([CH2:32][C:33](Cl)=[O:34])[CH:24]=[C:25]([C:28]([CH3:31])([CH3:30])[CH3:29])[C:26]=1[OH:27])([CH3:20])([CH3:19])[CH3:18].S(Cl)(Cl)=O>O>[C:17]([C:21]1[CH:22]=[C:23]([CH2:32][C:33]([NH:7][C:8]2[C:13]([O:2][C:1](=[O:4])[CH2:32][C:23]3[CH:22]=[C:21]([C:17]([CH3:18])([CH3:20])[CH3:19])[C:26]([OH:27])=[C:25]([C:28]([CH3:31])([CH3:30])[CH3:29])[CH:24]=3)=[C:12]([Br:15])[CH:11]=[C:10]([Cl:16])[CH:9]=2)=[O:34])[CH:24]=[C:25]([C:28]([CH3:31])([CH3:30])[CH3:29])[C:26]=1[OH:27])([CH3:20])([CH3:19])[CH3:18] |f:0.1.2|. Reported procedure: Water (173 ml) and sodium carbonate (33.24 g, 310 mmol) were added to a stirred ethereal solution (123 ml) of 6-amino-2-bromo-4-chloro-phenol (17.45 g, 78.4 mmol). After 15 minutes 3,5-di-t-butyl-4-hydroxy-phenyl acetyl chloride (47.60 g, 93.1%, 156.8 mmol) (prepared with thionyl chloride from the corresponding acid), was added at −5E to 0EC and stirring continued for a further 1.5 hours without cooling. The aqueous phase was adjusted to pH 8 and the layers separated. The organics were washed wi...